Dataset: the Open Reaction Database (ORD), a public repository of structured organic reaction records. Task: describe an organic reaction: reactants, conditions, products, and yield Starting materials: Cl (hydrochloric acid), COC(=O)C=1N(C=C(C1)C1=C(C(=CC=C1)[N+](=O)[O-])OC)S(=O)(=O)C1=CC=C(C=C1)C (4-(3-nitro-2-methoxy-phenyl)-1-(p-tolylsulfonyl)-1H-pyrrole-2-carboxylic acid methyl ester), O.[OH-].[Li+] (lithium hydroxide monohydrate), CN(C=O)C (N,N-dimethylformamide). Solvent: O (water). Product: [N+](=O)([O-])C=1C(=C(C=CC1)C=1C=C(NC1)C(=O)O)OC (4-(3-nitro-2-methoxy-phenyl)-1H-pyrrole-2-carboxylic acid). Isolated yield 55.2%. RXN SMILES: C[O:2][C:3]([C:5]1[N:6](S(C2C=CC(C)=CC=2)(=O)=O)[CH:7]=[C:8]([C:10]2[CH:15]=[CH:14][CH:13]=[C:12]([N+:16]([O-:18])=[O:17])[C:11]=2[O:19][CH3:20])[CH:9]=1)=[O:4].O.[OH-].[Li+].CN(C)C=O.Cl>O>[N+:16]([C:12]1[C:11]([O:19][CH3:20])=[C:10]([C:8]2[CH:9]=[C:5]([C:3]([OH:4])=[O:2])[NH:6][CH:7]=2)[CH:15]=[CH:14][CH:13]=1)([O-:18])=[O:17] |f:1.2.3|. Procedure: 4-(3-Nitro-2-methoxy-phenyl)-1-(p-tolylsulfonyl)-1H-pyrrole-2-carboxylic acid methyl ester 57f (1.04 g, 2.42 mmol) and lithium hydroxide monohydrate (1.01 g, 24.19 mmol) were added to a solvent mixture of 10 mL of N,N-dimethylformamide and 5 mL of water. The reaction mixture was reacted at 100° C. for 30 minutes under microwave. The reaction was monitored by TLC until the disappearance of the starting materials. The mixture was adjusted to pH 3 with hydrochloric acid (1 N) to form a lot of preci... Starting materials: NN(CCC12CC3CC(CC(C3)C1)C2)C(=O)NCCCc1ccncc1, CC(=O)OC(C)=O, Cl, Cl, c1ccncc1. The product is CC(=O)NN(CCC12CC3CC(CC(C3)C1)C2)C(=O)NCCCc1ccncc1. Reaction SMILES: [C:10]12([CH2:20][CH2:21][N:22]([C:23](=[O:24])[NH:25][CH2:26][CH2:27][CH2:28][c:29]3[cH:30][cH:31][n:32][cH:33][cH:34]3)[NH2:35])[CH2:11][CH:12]3[CH2:13][CH:14]([CH2:15][CH:16]([CH2:17]1)[CH2:18]3)[CH2:19]2.[CH3:1][C:2]([O:3][C:5]([CH3:6])=[O:7])=[O:4].[ClH:8].[ClH:9].[cH:36]1[cH:37][cH:38][n:39][cH:40][cH:41]1>>[C:5]([CH3:6])(=[O:7])[NH:35][N:22]([CH2:21][CH2:20][C:10]12[CH2:11][CH:12]3[CH2:13][CH:14]([CH2:15][CH:16]([CH2:17]1)[CH2:18]3)[CH2:19]2)[C:23](=[O:24])[NH:25][CH2:26][CH2:27][CH2:28][c:29]1[cH:30][cH:31][n:32][cH:33][cH:34]1. Solvent: CO (methanol), O1CCOCC1 (dioxane). RXN SMILES: C(OC([N:8]1[CH2:13][CH2:12][C:11]([F:31])([C:14]2[S:15][C:16]([CH2:19][O:20][C:21]3[CH:26]=[CH:25][C:24]([S:27]([CH3:30])(=[O:29])=[O:28])=[CH:23][CH:22]=3)=[CH:17][N:18]=2)[CH2:10][CH2:9]1)=O)(C)(C)C.[ClH:32]>CO.O1CCOCC1>[ClH:32].[F:31][C:11]1([C:14]2[S:15][C:16]([CH2:19][O:20][C:21]3[CH:26]=[CH:25][C:24]([S:27]([CH3:30])(=[O:29])=[O:28])=[CH:23][CH:22]=3)=[CH:17][N:18]=2)[CH2:10][CH2:9][NH:8][CH2:13][CH2:12]1 |f:4.5|. The reactants are C(C)(C)(C)OC(=O)N1CCC(CC1)(C=1SC(=CN1)COC1=CC=C(C=C1)S(=O)(=O)C)F (4-Fluoro-4-[5-(4-methanesulfonyl-phenoxymethyl)-thiazol-2-yl]-piperidine-1-carboxylic acid tert-butyl ester), Cl (HCl). Yields the product Cl.FC1(CCNCC1)C=1SC(=CN1)COC1=CC=C(C=C1)S(=O)(=O)C (4-Fluoro-4-[5-(4-methanesulfonyl-phenoxymethyl)-thiazol-2-yl]-piperidine hydrochloride). Conditions: time 8 hour. Reported procedure: To a solution of 4-fluoro-4-[5-(4-methanesulfonyl-phenoxymethyl)-thiazol-2-yl]-piperidine-1-carboxylic acid tert-butyl ester (Example 89, 1.30 g, 2.76 mmol) in methanol (5 mL) was added 4 N HCl in dioxane (10 mL). The resulting solution was stirred overnight. The mixture was then evaporated to dryness in vacuo to afford the desired product as a white solid. Starting materials: [Mg] (magnesium), BrC1=C(C=CC=C1)OC (1-bromo-2-methoxybenzene), FC(OC=1C=C2C(C(NC2=CC1)=O)=O)(F)F (5-trifluoromethoxy-1H-indole-2,3-dione), [NH4+].[Cl-] (NH4Cl). The solvent is CCOCC (ether), CCOCC (ether), C1CCOC1 (THF), CCOCC (ether). Yields the product COC1=C(C=CC=C1)[Mg]Br (2-methoxyphenylmagnesium bromide), ClC1(C(NC2=CC=C(C=C12)OC(F)(F)F)=O)C1=C(C=CC=C1)OC (3-Chloro-3-(2-methoxyphenyl)-5-trifluoromethoxy-1,3-dihydro-2H-indol-2-one). Reaction SMILES: [Mg:1].[Br:2][C:3]1[CH:8]=[CH:7][CH:6]=[CH:5][C:4]=1[O:9][CH3:10].[F:11][C:12]([F:26])([F:25])[O:13][C:14]1[CH:15]=[C:16]2[C:20](=[CH:21][CH:22]=1)[NH:19][C:18](=[O:23])[C:17]2=O.[NH4+].[Cl-:28]>CCOCC.C1COCC1>[CH3:12][O:13][C:14]1[CH:15]=[CH:16][CH:20]=[CH:21][C:22]=1[Mg:1][Br:2].[Cl:28][C:17]1([C:3]2[CH:8]=[CH:7][CH:6]=[CH:5][C:4]=2[O:9][CH3:10])[C:16]2[C:20](=[CH:21][CH:22]=[C:14]([O:13][C:12]([F:26])([F:25])[F:11])[CH:15]=2)[NH:19][C:18]1=[O:23] |f:3.4|. Procedure: A solution of 2-methoxyphenylmagnesium bromide is prepared from 1.9 g of magnesium in 4 ml of ether and from a solution of 14.54 g of 1-bromo-2-methoxybenzene in 21 ml of ether. This solution is added dropwise, under an argon atmosphere, to a mixture of 5 g of 5-trifluoromethoxy-1H-indole-2,3-dione in 26 ml of THF, cooled beforehand in an ice bath, and then heated at the reflux point of the ether for 1 hour 30 minutes and allowed to cool to RT. The reaction mixture is poured slowly into saturate...